This data is from the Open Reaction Database (ORD), a public repository of structured organic reaction records. The task is: describe an organic reaction: reactants, conditions, products, and yield The yield is 61.5%. Reported procedure: A mixture of 4-chloro-6-(4-methoxyphenyl)thieno[3,2-c]pyridine (6.6 g) and N-ethylpiperazine (30 ml) was heated at 130° C. for 2 hr. The reaction mixture was evaporated, and to the resulting residue were added potassium carbonate and water. The resulting mixture was extracted with ethyl acetate, and the resulting organic layer was washed with water and brine, and dried over magnesium sulfate. The solvent was removed, and the resulting residue was purified by silica gel column chromatography (met... The product is C(C)N1CCN(CC1)C1=NC(=CC2=C1C=CS2)C2=CC=C(C=C2)OC (4-(4-Ethylpiperazin-1-yl)-6-(4-methoxyphenyl)thieno[3,2-c]pyridin). Conditions: temperature 130 celsius. RXN SMILES: Cl[C:2]1[C:7]2[CH:8]=[CH:9][S:10][C:6]=2[CH:5]=[C:4]([C:11]2[CH:16]=[CH:15][C:14]([O:17][CH3:18])=[CH:13][CH:12]=2)[N:3]=1.[CH2:19]([N:21]1[CH2:26][CH2:25][NH:24][CH2:23][CH2:22]1)[CH3:20]>>[CH2:19]([N:21]1[CH2:26][CH2:25][N:24]([C:2]2[C:7]3[CH:8]=[CH:9][S:10][C:6]=3[CH:5]=[C:4]([C:11]3[CH:16]=[CH:15][C:14]([O:17][CH3:18])=[CH:13][CH:12]=3)[N:3]=2)[CH2:23][CH2:22]1)[CH3:20]. Reactants: ClC1=NC(=CC2=C1C=CS2)C2=CC=C(C=C2)OC (4-chloro-6-(4-methoxyphenyl)thieno[3,2-c]pyridine), C(C)N1CCNCC1 (N-ethylpiperazine). Reactants: C(C)(C)(C)O[C@H](C(=O)OC)C1=C2N3CCC(OCCCC[C@@H](OC=4C=CC(=CC4C4=CC=CC(C5=CN2C(C(=C1C)C1=CC=NC=C1)=N5)=C4)F)C)(CC3)C (methyl(2S)-2-(tert-butoxy)-2-[(22S)-17-fluoro-4,22,28-trimethyl-5-(pyridin-4-yl)-21,27-dioxa-1,7,34-triazahexacyclo[26.2.2.16,9.110,14.02,7.015,20]tetratriaconta-2,4,6(34),8,10(33),11,13,15(20),16,18-decaen-3-yl]acetate), C(C)(C)(C)O[C@H](C(=O)O)C1=C2N3CCC(OCCCC[C@@H](OC=4C=CC(=CC4C4=CC=CC(C5=C(N2C(C=C1C)=N5)Cl)=C4)C)C)(CC3)C ((2S)-2-(tert-butoxy)-2-[(22S)-8-chloro-4,17,22,28-tetramethyl-21,27-dioxa-1,7,34-triazahexacyclo[26.2.2.16,9.110,14.02,7.015,20]tetratriaconta-2,4,6(34),8,10(33),11,13,15(20),16,18-decaen-3-yl]acetic acid). The product is C(C)(C)(C)O[C@H](C(=O)O)C1=C2N3CCC(OCCCC[C@@H](OC=4C=CC(=CC4C4=CC=CC(C5=CN2C(C(=C1C)C1=CC=NC=C1)=N5)=C4)F)C)(CC3)C ((2S)-2-(tert-Butoxy)-2-[(22S)-17-fluoro-4,22,28-trimethyl-5-(pyridin-4-yl)-21,27-dioxa-1,7,34-triazahexacyclo[26.2.2.16,9.110,14.02,7.015,20]tetratriaconta-2,4,6(34),8,10(33),11,13,15(20),16,18-decaen-3-yl]acetic acid). Yield: 27.2%. As a reaction SMILES: [C:1]([O:5][C@@H:6]([C:11]1[C:40]([CH3:41])=[C:39]([C:42]2[CH:47]=[CH:46][N:45]=[CH:44][CH:43]=2)[C:38]2=[N:48][C:35]3=[CH:36][N:37]2[C:12]=1[N:13]1[CH2:53][CH2:52][C:16]([CH3:54])([O:17][CH2:18][CH2:19][CH2:20][CH2:21][C@H:22]([CH3:51])[O:23][C:24]2[CH:25]=[CH:26][C:27]([F:50])=[CH:28][C:29]=2[C:30]2[CH:49]=[C:34]3[CH:33]=[CH:32][CH:31]=2)[CH2:15][CH2:14]1)[C:7]([O:9]C)=[O:8])([CH3:4])([CH3:3])[CH3:2].C(O[C@@H](C1C(C)=CC2=NC3=C(Cl)N2C=1N1CCC(C)(OCCCC[C@H](C)OC2C=CC(C)=CC=2C2C=C3C=CC=2)CC1)C(O)=O)(C)(C)C>>[C:1]([O:5][C@@H:6]([C:11]1[C:40]([CH3:41])=[C:39]([C:42]2[CH:43]=[CH:44][N:45]=[CH:46][CH:47]=2)[C:38]2=[N:48][C:35]3=[CH:36][N:37]2[C:12]=1[N:13]1[CH2:14][CH2:15][C:16]([CH3:54])([O:17][CH2:18][CH2:19][CH2:20][CH2:21][C@H:22]([CH3:51])[O:23][C:24]2[CH:25]=[CH:26][C:27]([F:50])=[CH:28][C:29]=2[C:30]2[CH:49]=[C:34]3[CH:33]=[CH:32][CH:31]=2)[CH2:52][CH2:53]1)[C:7]([OH:9])=[O:8])([CH3:4])([CH3:2])[CH3:3]. Procedure details: Prepared in 27.2% yield from methyl(2S)-2-(tert-butoxy)-2-[(22S)-17-fluoro-4,22,28-trimethyl-5-(pyridin-4-yl)-21,27-dioxa-1,7,34-triazahexacyclo[26.2.2.16,9.110,14.02,7.015,20]tetratriaconta-2,4,6(34),8,10(33),11,13,15(20),16,18-decaen-3-yl]acetate following the procedure for (2S)-2-(tert-butoxy)-2-[(22S)-8-chloro-4,17,22,28-tetramethyl-21,27-dioxa-1,7,34-triazahexacyclo[26.2.2.16,9.110,14.02,7.015,20]tetratriaconta-2,4,6(34),8,10(33),11,13,15(20),16,18-decaen-3-yl]acetic acid. 1H NMR (500 MHz, ... Reactants: ClB(Cl)Cl, O=C([O-])O, CC[Al+]CC, CCCCCC, [Cl-], N#CCCl, COc1ccc(N)cc1Cl, Cl, [Na+]. Product: COc1ccc(NC(=O)CCl)cc1Cl. Reaction SMILES: [B:1]([Cl:2])([Cl:3])[Cl:4].[C:31]([O-:32])(=[O:33])[OH:34].[CH2:16]([Al+:17][CH2:18][CH3:19])[CH3:20].[CH3:5][CH2:6][CH2:7][CH2:8][CH2:9][CH3:10].[Cl-:15].[Cl:11][CH2:12][C:13]#[N:14].[Cl:21][c:22]1[cH:23][c:24]([NH2:25])[cH:26][cH:27][c:28]1[O:29][CH3:30].[ClH:36].[Na+:35]>>[Cl:11][CH2:12][C:13]([NH:14][c:24]1[cH:23][c:22]([Cl:21])[c:28]([O:29][CH3:30])[cH:27][cH:26]1)=[O:32].